This data is from the Open Reaction Database (ORD), a public repository of structured organic reaction records. The task is: describe an organic reaction: reactants, conditions, products, and yield The reactants are ClC1=CC=C(C=C1)S(=O)(=O)N([C@H]1[C@@H](CCC1)CO)CC1=CC=C(C=C1)C#N (4-chloro-N-(4-cyanobenzyl)-N-(trans-2-(hydroxymethyl)cyclopentyl)benzenesulfonamide), ClC1=CC=C(C=C1)S(=O)(=O)NC1C2CCC(C1)C2O (2-(4-chlorophenylsulfonamido)bicyclo[2.2.1]heptan-7-ol), C([O-])([O-])=O.[Cs+].[Cs+] (cesium carbonate), BrC1=CC=C(C=C1)CBr (1-bromo-4-(bromomethyl)benzene). The product is title compound, BrC1=CC=C(CN(S(=O)(=O)C2=CC=C(C=C2)Cl)C2C3CCC(C2)C3O)C=C1 (N-(4-bromobenzyl)-N-(7-hydroxybicyclo[2.2.1]heptan-2-yl)-4-chlorobenzenesulfonamide). Yield: 72.4%. As a reaction SMILES: [Cl:1][C:2]1[CH:7]=[CH:6][C:5]([S:8]([NH:11][CH:12]2[CH2:17][CH:16]3[CH:18]([OH:19])[CH:13]2[CH2:14][CH2:15]3)(=[O:10])=[O:9])=[CH:4][CH:3]=1.C(=O)([O-])[O-].[Cs+].[Cs+].[Br:26][C:27]1[CH:32]=[CH:31][C:30]([CH2:33]Br)=[CH:29][CH:28]=1.ClC1C=CC(S(N(CC2C=CC(C#N)=CC=2)[C@@H]2CCC[C@H]2CO)(=O)=O)=CC=1>>[Br:26][C:27]1[CH:32]=[CH:31][C:30]([CH2:33][N:11]([CH:12]2[CH2:17][CH:16]3[CH:18]([OH:19])[CH:13]2[CH2:14][CH2:15]3)[S:8]([C:5]2[CH:6]=[CH:7][C:2]([Cl:1])=[CH:3][CH:4]=2)(=[O:9])=[O:10])=[CH:29][CH:28]=1 |f:1.2.3|. Procedure: The title compound was synthesized from 2-(4-chlorophenylsulfonamido)bicyclo[2.2.1]heptan-7-ol (302 mg, 1.0 mmol), cesium carbonate (652 mg, 2.0 mmol), and 1-bromo-4-(bromomethyl)benzene (300 mg, 1.2 mmol) according to the procedure described for 4-chloro-N-(4-cyanobenzyl)-N-(trans-2-(hydroxymethyl)cyclopentyl)benzenesulfonamide (Example 2) to give N-(4-bromobenzyl)-N-(7-hydroxybicyclo[2.2.1]heptan-2-yl)-4-chlorobenzenesulfonamide (341 mg, 72%). 1H NMR (400 MHz, CDCl3) δ ppm 7.65-7.72 (2H, m), 7... Starting materials: CS(=O)(=O)OCCOC1=C(C=C(C(=C1)F)F)F (2-(2,4,5-Trifluorophenoxy)ethyl Methanesulfonate), O (water), C(C)(C)N1CCN(CC1)C=1C(NC=CN1)=O (3-(4-Isopropyl-1-piperazinyl)-2(1H)-pyrazinone), CC(C)(C)[O-].[K+] (t-BuOK). Run in C1CCOC1 (THF), C1CCOC1 (THF). Run at temperature 60 celsius. The product is FC1=C(OCCN2C(C(=NC=C2)N2CCN(CC2)C(C)C)=O)C=C(C(=C1)F)F (1-[2-(2,4,5-Trifluorophenoxy)ethyl]-3-(4-isopropyl-1-piperazinyl)-2(1H)-pyrazinone). As a reaction SMILES: [CH:1]([N:4]1[CH2:9][CH2:8][N:7]([C:10]2[C:11](=[O:16])[NH:12][CH:13]=[CH:14][N:15]=2)[CH2:6][CH2:5]1)([CH3:3])[CH3:2].CC([O-])(C)C.[K+].CS(O[CH2:28][CH2:29][O:30][C:31]1[CH:36]=[C:35]([F:37])[C:34]([F:38])=[CH:33][C:32]=1[F:39])(=O)=O.O>C1COCC1>[F:39][C:32]1[CH:33]=[C:34]([F:38])[C:35]([F:37])=[CH:36][C:31]=1[O:30][CH2:29][CH2:28][N:12]1[CH:13]=[CH:14][N:15]=[C:10]([N:7]2[CH2:6][CH2:5][N:4]([CH:1]([CH3:3])[CH3:2])[CH2:9][CH2:8]2)[C:11]1=[O:16] |f:1.2|. Reported procedure: A mixture of 3-(4-isopropyl-1-piperazinyl)-2(1H)-pyrazinone (0.58 g, 2.6 mmol; from Step 2) and t-BuOK (440 mg, 3.90 mmol) in THF (40 mL) was stirred until the mixture became thick (about 10 min), and then a solution of 2-(2,4,5-trifluorophenoxy)ethyl methanesulfonate (0.90 g, 2.2 mmol; from Example 54, Step 4) in THF (10 mL) was added. After being stirred for 5 days at ambient temperature, HPLC showed only 25% conversion. The reaction solution was then heated to 60° C. overnight which gave almo...